describe an organic reaction: reactants, conditions, products, and yield From a dataset of the Open Reaction Database (ORD), a public repository of structured organic reaction records. Reaction SMILES: [CH:15](=[O:16])[CH2:17][CH:18]([CH3:19])[c:20]1[cH:21][c:22]([CH:26]([CH2:27][CH:28]=[O:29])[CH3:30])[cH:23][cH:24][cH:25]1.[CH:1]([c:2]1[cH:3][c:4]([C:5]([CH3:6])([CH3:7])[CH:8]=[O:9])[cH:10][cH:11][cH:12]1)=[CH:13][CH3:14].[O-:31][O+:32]=[O:33]>>[CH:15](=[O:16])[CH2:17][CH:18]([CH3:19])[c:20]1[cH:21][c:22]([C:26](=[CH2:27])[CH3:30])[cH:23][cH:24][cH:25]1. Product: C=C(C)c1cccc(C(C)CC=O)c1. Starting materials: CC(CC=O)c1cccc(C(C)CC=O)c1, CC=Cc1cccc(C(C)(C)C=O)c1, O=[O+][O-]. Starting materials: CCOC(C)=O, CCN(C(C)C)C(C)C, O=C1c2c(-c3ccccc3)noc2CCC1CCCCl, [I-], [Na+], O=c1[nH]c2ccccc2n1C1CCNCC1, CN(C)C=O, O. The product is O=C1c2c(-c3ccccc3)noc2CCC1CCCN1CCC(n2c(=O)[nH]c3ccccc32)CC1. Reaction SMILES: [CH3:48][CH2:49][O:50][C:51](=[O:52])[CH3:53].[CH:21]([N:22]([CH:23]([CH3:24])[CH3:25])[CH2:26][CH3:27])([CH3:28])[CH3:29].[Cl:1][CH2:2][CH2:3][CH2:4][CH:5]1[CH2:6][CH2:7][c:8]2[c:9]([c:10](-[c:13]3[cH:14][cH:15][cH:16][cH:17][cH:18]3)[n:11][o:12]2)[C:19]1=[O:20].[I-:47].[Na+:46].[O:30]=[c:31]1[nH:32][c:33]2[c:34]([n:35]1[CH:36]1[CH2:37][CH2:38][NH:39][CH2:40][CH2:41]1)[cH:42][cH:43][cH:44][cH:45]2.[O:55]=[CH:56][N:57]([CH3:58])[CH3:59].[OH2:54]>>[CH2:2]([CH2:3][CH2:4][CH:5]1[CH2:6][CH2:7][c:8]2[c:9]([c:10](-[c:13]3[cH:14][cH:15][cH:16][cH:17][cH:18]3)[n:11][o:12]2)[C:19]1=[O:20])[N:39]1[CH2:38][CH2:37][CH:36]([n:35]2[c:31](=[O:30])[nH:32][c:33]3[c:34]2[cH:42][cH:43][cH:44][cH:45]3)[CH2:41][CH2:40]1. The reactants are N(=NC(=O)OCC)C(=O)OCC (diethyl azodicarboxylate), OC1=CC=C(C=C1)C1=CC=C(C=C1)O (4,4′-dihydroxybiphenyl), ClCCCCCCCCO (8-chloro-1-octanol), C1(=CC=CC=C1)P(C1=CC=CC=C1)C1=CC=CC=C1 (triphenylphosphine). The solvent is O (water), O1CCCC1 (tetrahydrofuran), O1CCCC1 (tetrahydrofuran). Run at time 72 hour. Product: ClCCCCCCCCOC1=CC=C(C=C1)C1=CC=C(C=C1)O (4′-[(8-chlorooctyl)oxy]-4-biphenylol). The yield is 39.1%. Reaction SMILES: N(C(OCC)=O)=NC(OCC)=O.[OH:13][C:14]1[CH:19]=[CH:18][C:17]([C:20]2[CH:25]=[CH:24][C:23]([OH:26])=[CH:22][CH:21]=2)=[CH:16][CH:15]=1.[Cl:27][CH2:28][CH2:29][CH2:30][CH2:31][CH2:32][CH2:33][CH2:34][CH2:35]O.C1(P(C2C=CC=CC=2)C2C=CC=CC=2)C=CC=CC=1>O.O1CCCC1>[Cl:27][CH2:28][CH2:29][CH2:30][CH2:31][CH2:32][CH2:33][CH2:34][CH2:35][O:13][C:14]1[CH:15]=[CH:16][C:17]([C:20]2[CH:25]=[CH:24][C:23]([OH:26])=[CH:22][CH:21]=2)=[CH:18][CH:19]=1. Reported procedure: A solution of diethyl azodicarboxylate (3.5 g; 20 mmol) and tetrahydrofuran (10 ml) was added dropwise at 0° C. to a solution of 4,4′-dihydroxybiphenyl (7.4 g; 40 mmol), 8-chloro-1-octanol (3.3 g; 20 mmol), triphenylphosphine (5.2 g; 20 mmol) and tetrahydrofuran (120 ml) and stirred at room temperature 72 h. The reaction mixture was added to water (400 ml) and extracted with ethyl acetate (3×150 ml). The combined organic layers were washed with water (2×150 ml), dried over magnesium sulphate and... Starting materials: O.NN (Hydrazine hydrate), BrC=1C=C(C(=NC1)CCCNC1=NC=C(C=C1[N+](=O)[O-])CC=1C=NC=CC1)C (2-[3-(5-bromo-3-methylpyrid-2-yl)propylamino]-3-nitro-5-(pyrid-3-ylmethyl)pyridine). Reagents/catalysts: [Ni] (Raney nickel). Run in CO (methanol), C(C)O (ethanol). Product: BrC=1C=C(C(=NC1)CCCNC1=NC=C(C=C1N)CC=1C=NC=CC1)C (2-[3-(5-Bromo-3-methylpyrid-2-yl)-propylamino]-3-amino-5-(pyrid-3-ylmethyl)pyridine). Reaction SMILES: O.NN.[Br:4][C:5]1[CH:6]=[C:7]([CH3:31])[C:8]([CH2:11][CH2:12][CH2:13][NH:14][C:15]2[C:20]([N+:21]([O-])=O)=[CH:19][C:18]([CH2:24][C:25]3[CH:26]=[N:27][CH:28]=[CH:29][CH:30]=3)=[CH:17][N:16]=2)=[N:9][CH:10]=1>[Ni].CO.C(O)C>[Br:4][C:5]1[CH:6]=[C:7]([CH3:31])[C:8]([CH2:11][CH2:12][CH2:13][NH:14][C:15]2[C:20]([NH2:21])=[CH:19][C:18]([CH2:24][C:25]3[CH:26]=[N:27][CH:28]=[CH:29][CH:30]=3)=[CH:17][N:16]=2)=[N:9][CH:10]=1 |f:0.1|. Reported procedure: Hydrazine hydrate (5.3 ml in 25 ml methanol) was added dropwise over 25 minutes to a stirred and cooled suspension under nitrogen of 2-[3-(5-bromo-3-methylpyrid-2-yl)propylamino]-3-nitro-5-(pyrid-3-ylmethyl)pyridine (5.07 g) and Raney nickel (10 g) in methanol (600 ml) and ethanol (100 ml) keeping the temperature at 5°-10° C. Reaction was allowed to stir at 5° C. for a further 45 minutes. Raney nickel was filtered off and the filtrate was concentrated to dryness to give an oil which was re-evapo...